From a dataset of the Open Reaction Database (ORD), a public repository of structured organic reaction records. describe an organic reaction: reactants, conditions, products, and yield Starting materials: NCCCN1CCOCC1 (N-(3-aminopropyl)morpholine), ClC1=CC=C(C=C1)C(N1CC(C1)=CS(=O)(=O)CC=1C=C(C(=O)O)C=CC1)C1=CC=C(C=C1)Cl (3-({1-[bis(4-chlorophenyl)methyl]azetidin-3-ylidene}methanesulfonylmethyl)benzoic acid), resin. Solvent: ClCCl (dichloromethane). Product: ClC1=CC=C(C=C1)C(N1CC(C1)=CS(=O)(=O)CC=1C=C(C(=O)NCCCN2CCOCC2)C=CC1)C1=CC=C(C=C1)Cl (3-({1-[bis(4-chlorophenyl)methyl]azetidin-3-ylidene}methanesulfonylmethyl)-N-(3-morpholin-4-ylpropyl)benzamide). RXN SMILES: [NH2:1][CH2:2][CH2:3][CH2:4][N:5]1[CH2:10][CH2:9][O:8][CH2:7][CH2:6]1.[Cl:11][C:12]1[CH:17]=[CH:16][C:15]([CH:18]([C:37]2[CH:42]=[CH:41][C:40]([Cl:43])=[CH:39][CH:38]=2)[N:19]2[CH2:22][C:21](=[CH:23][S:24]([CH2:27][C:28]3[CH:29]=[C:30]([CH:34]=[CH:35][CH:36]=3)[C:31](O)=[O:32])(=[O:26])=[O:25])[CH2:20]2)=[CH:14][CH:13]=1>ClCCl>[Cl:11][C:12]1[CH:17]=[CH:16][C:15]([CH:18]([C:37]2[CH:38]=[CH:39][C:40]([Cl:43])=[CH:41][CH:42]=2)[N:19]2[CH2:22][C:21](=[CH:23][S:24]([CH2:27][C:28]3[CH:29]=[C:30]([CH:34]=[CH:35][CH:36]=3)[C:31]([NH:1][CH2:2][CH2:3][CH2:4][N:5]3[CH2:10][CH2:9][O:8][CH2:7][CH2:6]3)=[O:32])(=[O:26])=[O:25])[CH2:20]2)=[CH:14][CH:13]=1. Procedure details: 0.0388 cm3 of N-(3-aminopropyl)morpholine is added, at the same temperature, to a suspension of 150 mg of 3-({1-[bis(4-chlorophenyl)methyl]azetidin-3-ylidene}methanesulfonylmethyl)benzoic acid activated on TFP resin (165 μM) in 3 cm3 of dichloromethane, pre-stirred for 90 minutes at a temperature close to 20° C. The suspension is stirred at a temperature close to 20° C. for 22 hours and then filtered on sintered glass. The solid residue is rewashed with twice 1.5 cm3 of dichloromethane. The filt... Run at time 90 minute. Starting materials: BrC1=C(CCC1)C1=CC=C(C=C1)SC (1-(2-bromocyclopenten-1-yl)-4-(methylthio)benzene), FC1=CC=C(C=C1)B(O)O (4-fluorophenylboronic acid), C(=O)([O-])[O-].[Na+].[Na+] (Na2CO3). The reagents and catalysts are C=1C=CC(=CC1)[P](C=2C=CC=CC2)(C=3C=CC=CC3)[Pd]([P](C=4C=CC=CC4)(C=5C=CC=CC5)C=6C=CC=CC6)([P](C=7C=CC=CC7)(C=8C=CC=CC8)C=9C=CC=CC9)[P](C=1C=CC=CC1)(C=1C=CC=CC1)C=1C=CC=CC1 (Pd(PPh3)4). Run in C1(=CC=CC=C1)C (toluene), C(C)O (ethanol). Product: FC1=CC=C(C=C1)C1=C(CCC1)C1=CC=C(C=C1)SC (1-[2-(4-fluorophenyl)cyclopenten-1-yl]-4-(methylthio)benzene). As a reaction SMILES: Br[C:2]1[CH2:6][CH2:5][CH2:4][C:3]=1[C:7]1[CH:12]=[CH:11][C:10]([S:13][CH3:14])=[CH:9][CH:8]=1.[F:15][C:16]1[CH:21]=[CH:20][C:19](B(O)O)=[CH:18][CH:17]=1.C([O-])([O-])=O.[Na+].[Na+]>C1(C)C=CC=CC=1.C(O)C.C1C=CC([P]([Pd]([P](C2C=CC=CC=2)(C2C=CC=CC=2)C2C=CC=CC=2)([P](C2C=CC=CC=2)(C2C=CC=CC=2)C2C=CC=CC=2)[P](C2C=CC=CC=2)(C2C=CC=CC=2)C2C=CC=CC=2)(C2C=CC=CC=2)C2C=CC=CC=2)=CC=1>[F:15][C:16]1[CH:21]=[CH:20][C:19]([C:2]2[CH2:6][CH2:5][CH2:4][C:3]=2[C:7]2[CH:12]=[CH:11][C:10]([S:13][CH3:14])=[CH:9][CH:8]=2)=[CH:18][CH:17]=1 |f:2.3.4,^1:44,46,65,84|. Reported procedure: Under nitrogen, 1.5 g (5.6 mmol) of 1-(2-bromocyclopenten-1-yl)-4-(methylthio)benzene (Step 2) was reacted with 1.5 g (11 mmol) of 4-fluorophenylboronic acid (Lancaster) in 30 mL of toluene, 20 mL of ethanol, and 25 mL of 2M Na2CO3 in the presence of 250 mg of Pd(PPh3)4. The reaction was vigorously stirred at reflux overnight and concentrated in vacuo. The residue was dissolved in ethyl acetate and washed with water, dried (MgSO4), and reconcentrated. Purification by silica gel chromatography wi...